Dataset: the Open Reaction Database (ORD), a public repository of structured organic reaction records. Task: describe an organic reaction: reactants, conditions, products, and yield Reactants: [C-]#N, CS(C)=O, Fc1cc(CCl)cc2c1OCO2, [Na+], O. Product: N#CCc1cc(F)c2c(c1)OCO2. As a reaction SMILES: [C-:13]#[N:14].[CH3:17][S:18]([CH3:19])=[O:20].[Cl:1][CH2:2][c:3]1[cH:4][c:5]([F:12])[c:6]2[c:7]([cH:11]1)[O:8][CH2:9][O:10]2.[Na+:15].[OH2:16]>>[CH2:2]([c:3]1[cH:4][c:5]([F:12])[c:6]2[c:7]([cH:11]1)[O:8][CH2:9][O:10]2)[C:13]#[N:14]. Starting materials: Br.BrC(C(=O)C=1C=C(C#N)C=CC1)N1N=CN=C1 (3-(2-bromo-2-[1,2,4]triazol-1-yl-acetyl)-benzonitrile hydrobromide), NC(=S)N (thiourea). The solvent is C(C)O (ethanol), Cl (hydrochloric acid). Conditions: temperature 95 celsius. Product: NC=1SC(=C(N1)C=1C=C(C#N)C=CC1)N1N=CN=C1 (3-(2-Amino-5-[1,2,4]triazol-1-yl-thiazol-4-yl)-benzonitrile). Reaction SMILES: Br.Br[CH:3]([N:14]1[CH:18]=[N:17][CH:16]=[N:15]1)[C:4]([C:6]1[CH:7]=[C:8]([CH:11]=[CH:12][CH:13]=1)[C:9]#[N:10])=O.[NH2:19][C:20]([NH2:22])=[S:21]>C(O)C.Cl>[NH2:22][C:20]1[S:21][C:3]([N:14]2[CH:18]=[N:17][CH:16]=[N:15]2)=[C:4]([C:6]2[CH:7]=[C:8]([CH:11]=[CH:12][CH:13]=2)[C:9]#[N:10])[N:19]=1 |f:0.1|. Procedure: A mixture of 3-(2-bromo-2-[1,2,4]triazol-1-yl-acetyl)-benzonitrile hydrobromide (1.848 g, 5.00 mmol), thiourea (0.46 g, 1.2 mol) in ethanol is heated to 95° C. for 8 h. The solvent is removed under vacuum to give a foam which is dissolved in 3M hydrochloric acid. The product is precipitated as a white powder by the addition of concentrated aqueous ammonia to pH11. M.S. (MH+) 269.54.